describe an organic reaction: reactants, conditions, products, and yield From a dataset of the Open Reaction Database (ORD), a public repository of structured organic reaction records. The reactants are NC=1C=CC2=C(N(C(=N2)CCCC)CC2=CC=C(C=C2)C=2C(=CC=CC2)C(=O)OC(C)(C)C)C1 (tert.-butyl 4'-[(6-amino-2-n-butyl-benzimidazol-1-yl)-methyl]biphenyl-2-carboxylate), C1(CC2C(C(=O)O1)CCCC2)=O (hexahydrohomophthalic acid anhydride). Solvent: N1=CC=CC=C1 (pyridine). Conditions: time 3 hour. The product is C(CCC)C1=NC2=C(N1CC1=CC=C(C=C1)C=1C(=CC=CC1)C(=O)OC(C)(C)C)C=C(C=C2)NC(=O)CC2C(CCCC2)C(=O)O (Tert.-butyl 4'-[[2-n-butyl-6-(2-carboxy-cyclohexylmethylcarbonylamino)-benzimidazol-1-yl]methyl]biphenyl-2-carboxylate). As a reaction SMILES: [NH2:1][C:2]1[CH:3]=[CH:4][C:5]2[N:9]=[C:8]([CH2:10][CH2:11][CH2:12][CH3:13])[N:7]([CH2:14][C:15]3[CH:20]=[CH:19][C:18]([C:21]4[C:22]([C:27]([O:29][C:30]([CH3:33])([CH3:32])[CH3:31])=[O:28])=[CH:23][CH:24]=[CH:25][CH:26]=4)=[CH:17][CH:16]=3)[C:6]=2[CH:34]=1.[C:35]1(=[O:46])[O:41][C:39](=[O:40])[CH:38]2[CH2:42][CH2:43][CH2:44][CH2:45][CH:37]2[CH2:36]1>N1C=CC=CC=1>[CH2:10]([C:8]1[N:7]([CH2:14][C:15]2[CH:20]=[CH:19][C:18]([C:21]3[C:22]([C:27]([O:29][C:30]([CH3:33])([CH3:32])[CH3:31])=[O:28])=[CH:23][CH:24]=[CH:25][CH:26]=3)=[CH:17][CH:16]=2)[C:6]2[CH:34]=[C:2]([NH:1][C:35]([CH2:36][CH:37]3[CH2:45][CH2:44][CH2:43][CH2:42][CH:38]3[C:39]([OH:41])=[O:40])=[O:46])[CH:3]=[CH:4][C:5]=2[N:9]=1)[CH2:11][CH2:12][CH3:13]. Procedure details: 1.3 g (2.86 mMol) of tert.-butyl 4'-[(6-amino-2-n-butyl-benzimidazol-1-yl)-methyl]biphenyl-2-carboxylate, 0.6 g (5.35 mMol) of hexahydrohomophthalic acid anhydride and 5 ml of pyridine are refluxed with stirring for 3 hours. Then the pyridine is removed by rotary evaporation in vacuo, the residue is crystallised from acetone, washed with acetone and dried in vacuo at 70° C. Reaction SMILES: [Br:1][C:2]1[C:3]([O:12][CH2:13][CH2:14][C:15]2[CH:16]=[N:17][CH:18]=[CH:19][CH:20]=2)=[C:4]([CH:7]=[C:8]([S:10][CH3:11])[CH:9]=1)[CH:5]=O.Cl.[NH2:22][CH2:23][CH2:24][CH2:25][NH:26][C:27]1[NH:32][C:31]2[CH:33]=[CH:34][S:35][C:30]=2[C:29](=[O:36])[CH:28]=1>>[Br:1][C:2]1[C:3]([O:12][CH2:13][CH2:14][C:15]2[CH:16]=[N:17][CH:18]=[CH:19][CH:20]=2)=[C:4]([CH:7]=[C:8]([S:10][CH3:11])[CH:9]=1)[CH2:5][NH:22][CH2:23][CH2:24][CH2:25][NH:26][C:27]1[NH:32][C:31]2[CH:33]=[CH:34][S:35][C:30]=2[C:29](=[O:36])[CH:28]=1 |f:1.2|. Reactants: BrC=1C(=C(C=O)C=C(C1)SC)OCCC=1C=NC=CC1 (3-Bromo-5-methylsulfanyl-2-(2-pyridin-3-yl-ethoxy)-benzaldehyde), Cl.NCCCNC1=CC(C2=C(N1)C=CS2)=O (5-(3-amino-propylamino)-4H-thieno[3,2-b]pyridine-7-one hydrochloride salt). Procedure: 5-{3-[3-Bromo-5-methylsulfanyl-2-(2-pyridin-3-yl-ethoxy)-benzylamino]-propylamino}-4H-thieno[3,2-b]pyridin-7-one was prepared by reductive amination of the aldehyde prepared in Example 2 with amine XVIII following method C, Scheme 1. The product is BrC=1C(=C(CNCCCNC2=CC(C3=C(N2)C=CS3)=O)C=C(C1)SC)OCCC=1C=NC=CC1 (5-{3-[3-Bromo-5-methylsulfanyl-2-(2-pyridin-3-yl-ethoxy)-benzylamino]-propylamino}-4H-thieno[3,2-b]pyridin-7-one). Starting materials: CN(C)C=O (DMF), NC1=C(C=C(C(=O)OC)C=C1NCC(C)(C)O)Br (methy 4-amino-3-bromo-5-[(2-hydroxy-2-methylpropyl)amino]benzoate), FC1=CC=C(C=C1)B(O)O ((4-fluorophenyl)boronic acid), C(C)(C)NC(C)C (diisopropylamine). Reagents/catalysts: C(C)(=O)[O-].[Pd+2].C(C)(=O)[O-] (palladium(II) acetate), P(C1=CC=C(C=C1)S(=O)(=O)O)(C1=CC=C(C=C1)S(=O)(=O)O)C1=CC=C(C=C1)S(=O)(=O)O.[Na] (4,4′,4″-phosphinetriyltribenzenesulfonic acid sodium). Solvent: O (water). Run at temperature 80 celsius. The product is NC1=C(C=C(C=C1C1=CC=C(C=C1)F)C(=O)OC)NCC(C)(C)O (Methy 6-amino-4′-fluoro-5-[(2-hydroxy-2-methylpropyl)amino]biphenyl-3-carboxylate). Isolated yield 70.1%. As a reaction SMILES: [NH2:1][C:2]1[C:11]([NH:12][CH2:13][C:14]([OH:17])([CH3:16])[CH3:15])=[CH:10][C:5]([C:6]([O:8][CH3:9])=[O:7])=[CH:4][C:3]=1Br.[F:19][C:20]1[CH:25]=[CH:24][C:23](B(O)O)=[CH:22][CH:21]=1.CN(C=O)C.C(NC(C)C)(C)C>C([O-])(=O)C.[Pd+2].C([O-])(=O)C.P(C1C=CC(S(O)(=O)=O)=CC=1)(C1C=CC(S(O)(=O)=O)=CC=1)C1C=CC(S(O)(=O)=O)=CC=1.[Na].O>[NH2:1][C:2]1[C:3]([C:23]2[CH:24]=[CH:25][C:20]([F:19])=[CH:21][CH:22]=2)=[CH:4][C:5]([C:6]([O:8][CH3:9])=[O:7])=[CH:10][C:11]=1[NH:12][CH2:13][C:14]([OH:17])([CH3:16])[CH3:15] |f:4.5.6,7.8,^1:80|. Reported procedure: To a mixture of methy 4-amino-3-bromo-5-[(2-hydroxy-2-methylpropyl)amino]benzoate (513 mg, 1.617 mmol), palladium(II) acetate (7.26 mg, 0.032 mmol), (4-fluorophenyl)boronic acid (453 mg, 3.23 mmol) and 4,4′,4″-phosphinetriyltribenzenesulfonic acid-sodium salt (48.8 mg, 0.097 mmol) were added DMF (2.43 mL) and water (0.809 mL) followed by diisopropylamine (0.461 mL, 3.23 mmol). The reaction was capped and heated at 80° C. for 2 h. The reaction was cooled, quenched with saturated sodium bicarbonat... The reactants are C1(CCCCC1)CC1=NC2=C(N1CC1=CC=C(C=C1)C=1C(=CC=CC1)C(=O)OC(C)(C)C)C=C(C(=C2)OC)OC (tert.butyl 4'-[(2-cyclohexylmethyl-5,6-dimethoxy-benzimid-azol-1-yl)-methyl]biphenyl-2-carboxylate), FC(C(=O)O)(F)F (trifluoroacetic acid). Solvent: C(Cl)Cl (methylene chloride). Product: C1(CCCCC1)CC1=NC2=C(N1CC1=CC=C(C=C1)C=1C(=CC=CC1)C(=O)O)C=C(C(=C2)OC)OC (4'-[(2-Cyclohexylmethyl-5,6-dimethoxy-benzimidazol-1-yl)-methyl]biphenyl-2-carboxylic acid). Reaction SMILES: [CH:1]1([CH2:7][C:8]2[N:12]([CH2:13][C:14]3[CH:19]=[CH:18][C:17]([C:20]4[C:21]([C:26]([O:28]C(C)(C)C)=[O:27])=[CH:22][CH:23]=[CH:24][CH:25]=4)=[CH:16][CH:15]=3)[C:11]3[CH:33]=[C:34]([O:39][CH3:40])[C:35]([O:37][CH3:38])=[CH:36][C:10]=3[N:9]=2)[CH2:6][CH2:5][CH2:4][CH2:3][CH2:2]1.FC(F)(F)C(O)=O>C(Cl)Cl>[CH:1]1([CH2:7][C:8]2[N:12]([CH2:13][C:14]3[CH:15]=[CH:16][C:17]([C:20]4[C:21]([C:26]([OH:28])=[O:27])=[CH:22][CH:23]=[CH:24][CH:25]=4)=[CH:18][CH:19]=3)[C:11]3[CH:33]=[C:34]([O:39][CH3:40])[C:35]([O:37][CH3:38])=[CH:36][C:10]=3[N:9]=2)[CH2:6][CH2:5][CH2:4][CH2:3][CH2:2]1. Procedure details: Prepared in analogous manner to Example 9 from tert.butyl 4'-[(2-cyclohexylmethyl-5,6-dimethoxy-benzimid-azol-1-yl)-methyl]biphenyl-2-carboxylate and trifluoroacetic acid in methylene chloride. The reactants are CC=1C=C(CC2CCC=3NC(=CC32)C(=O)OC)C=C(C1)C (methyl 4-(3,5-dimethylbenzyl)-1,4,5,6-tetrahydrocyclopenta[b]pyrrole-2-carboxylate), O.[OH-].[Li+] (lithium hydroxide monohydrate), CO (methanol). The solvent is C1CCOC1 (THF). Yields the product CC=1C=C(CC2CCC=3NC(=CC32)C(=O)O)C=C(C1)C (4-(3,5-dimethylbenzyl)-1,4,5,6-tetrahydrocyclopenta[b]pyrrole-2-carboxylic acid). RXN SMILES: [CH3:1][C:2]1[CH:3]=[C:4]([CH:18]=[C:19]([CH3:21])[CH:20]=1)[CH2:5][CH:6]1[C:13]2[CH:12]=[C:11]([C:14]([O:16]C)=[O:15])[NH:10][C:9]=2[CH2:8][CH2:7]1.O.[OH-].[Li+].CO>C1COCC1>[CH3:21][C:19]1[CH:18]=[C:4]([CH:3]=[C:2]([CH3:1])[CH:20]=1)[CH2:5][CH:6]1[C:13]2[CH:12]=[C:11]([C:14]([OH:16])=[O:15])[NH:10][C:9]=2[CH2:8][CH2:7]1 |f:1.2.3|. Reported procedure: The title compound was synthesized from methyl 4-(3,5-dimethylbenzyl)-1,4,5,6-tetrahydrocyclopenta[b]pyrrole-2-carboxylate (0.066 g, 0.23 mmol) and lithium hydroxide monohydrate (0.049 g, 1.16 mmol), according to General Procedure 7. A 1:1 mixture of methanol (MeOH) and THF was used. The resulting product was purified by chromatography over silica gel (gradient 0 to 100% EtOAc in heptane over 20 min) to afford the title compound. 30 mg. 1H NMR (400 MHz, METHANOL-d4) δ ppm 2.06 (ddt, J=12.47, 8.5... The reactants are NC1C(CCCCC1)C(=O)O (2-Aminocycloheptanecarboxylic acid), CN1C(=CC2=CC=CC=C12)C(=O)O (1-Methyl-1H-indole-2-carboxylic acid), Cl.NCC#N (aminoacetonitrile hydrochloride). The product is C(#N)CNC(=O)[C@H]1[C@H](CCCCC1)NC(=O)C=1N(C2=CC=CC=C2C1)C (1-Methyl-1H-indole-2-carboxylic acid [(1S,2R)-2-(cyanomethyl-carbamoyl)-cycloheptyl]-amide). Reaction SMILES: [NH2:1][CH:2]1[CH2:8][CH2:7][CH2:6][CH2:5][CH2:4][CH:3]1[C:9]([OH:11])=O.[CH3:12][N:13]1[C:21]2[C:16](=[CH:17][CH:18]=[CH:19][CH:20]=2)[CH:15]=[C:14]1[C:22]([OH:24])=O.Cl.[NH2:26][CH2:27][C:28]#[N:29]>>[C:27]([CH2:28][NH:29][C:9]([C@@H:3]1[CH2:4][CH2:5][CH2:6][CH2:7][CH2:8][C@@H:2]1[NH:1][C:22]([C:14]1[N:13]([CH3:12])[C:21]2[C:16]([CH:15]=1)=[CH:17][CH:18]=[CH:19][CH:20]=2)=[O:24])=[O:11])#[N:26] |f:2.3|. Procedure: 2-[(1-Methyl-1H-indole-2-carbonyl)-amino]-cycloheptanecarboxylic was prepared from 2-Aminocycloheptanecarboxylic acid (Tyger Scientific Inc., Princeton N.J.) using the procedure of Example). 1-Methyl-1H-indole-2-carboxylic acid and aminoacetonitrile hydrochloride were coupled as described in Example 1 to yield 1-Methyl-1H-indole-2-carboxylic acid [(1S,2R)-2-(cyanomethyl-carbamoyl)-cycloheptyl]-amide (compound 98). The reactants are C(CC(=O)OCC)(=O)OCC (diethyl malonate), ice water, FC1=C(C(=O)Cl)C=CC(=C1C(F)(F)F)F (2,4-difluoro-3-trifluoromethylbenzoyl chloride), [Mg] (magnesium), S(O)(O)(=O)=O (sulphuric acid). Reagents/catalysts: C(Cl)(Cl)(Cl)Cl (carbon tetrachloride). Solvent: C(C)O (ethanol), C1(=CC=CC=C1)C (toluene), C1(=CC=CC=C1)C (toluene), C(C)O (ethanol). Reaction conditions: time 1 hour. Product: FC1=C(C(=O)C(C(=O)OCC)C(=O)OCC)C=CC(=C1C(F)(F)F)F (Diethyl (2,4-difluoro-3-trifluoromethylbenzoyl)malonate). As a reaction SMILES: [Mg].[C:2]([O:10][CH2:11][CH3:12])(=[O:9])[CH2:3][C:4]([O:6][CH2:7][CH3:8])=[O:5].[F:13][C:14]1[C:22]([C:23]([F:26])([F:25])[F:24])=[C:21]([F:27])[CH:20]=[CH:19][C:15]=1[C:16](Cl)=[O:17].S(=O)(=O)(O)O>C(Cl)(Cl)(Cl)Cl.C(O)C.C1(C)C=CC=CC=1>[F:13][C:14]1[C:22]([C:23]([F:24])([F:25])[F:26])=[C:21]([F:27])[CH:20]=[CH:19][C:15]=1[C:16]([CH:3]([C:4]([O:6][CH2:7][CH3:8])=[O:5])[C:2]([O:10][CH2:11][CH3:12])=[O:9])=[O:17]. Procedure: 2.15 g (0.09 mol) of magnesium filings are introduced into 4.8 ml of ethanol, the reaction is started up using a few drops of carbon tetrachloride, and a solution of 12.8 g (0.075 mol) of diethyl malonate in 9 ml of ethanol and 35 ml of toluene is subsequently added dropwise in such a manner that the internal temperature is between 50 and 60° C. Stirring is then continued for one hour at 60° C. A solution of 20.0 g (0.082 mol) of 2,4-difluoro-3-trifluoromethylbenzoyl chloride in 9 ml of toluene ...